From a dataset of the Open Reaction Database (ORD), a public repository of structured organic reaction records. describe an organic reaction: reactants, conditions, products, and yield The reactants are CC(C(C)(C)O1)(C)OB1C2=CN=C(N3CCN(S(C4=CC=C(Cl)C=C4)(=O)=O)CC3)C=C2, ClC1=CC2=C(C=CN2)C=C1. Reagents/catalysts: CC(C)(C)C1=CC=C(C=C1)C2=CC=C(C=C2)C(C)(C)C, [O-]P(=O)([O-])[O-].[K+].[K+].[K+], CC(C1=CC(C(C)C)=C(C2=CC=CC=C2P(C3CCCCC3)C4CCCCC4)C(C(C)C)=C1)C.NC5=CC=CC=C5C6=CC=CC=[C-]6.Cl[Pd+]. The solvent is C1CCOC1, O (water), C1CCOC1. Conditions: temperature 25 celsius, time 24 hour. Yields the product ClC(C=C1)=CC=C1S(N(CC2)CCN2C3=NC=C(C4=CC5=C(C=C4)C=CN5)C=C3)(=O)=O. The yield is 0.0%. Starting materials: O=C(OO)c1cccc(Cl)c1, ClCCl, COc1cc2c3c(c1)c(O)c(C(=O)N(C)c1ccccc1)c(=O)n3CCS2. The product is COc1cc2c3c(c1)c(O)c(C(=O)N(C)c1ccccc1)c(=O)n3CCS2=O. Reaction SMILES: [Cl:28][c:29]1[cH:30][c:31]([C:36](=[O:33])[O:37][OH:38])[cH:32][cH:34][cH:35]1.[Cl:39][CH2:40][Cl:41].[OH:1][c:2]1[c:3]([C:18]([N:19]([c:20]2[cH:21][cH:22][cH:23][cH:24][cH:25]2)[CH3:26])=[O:27])[c:4](=[O:17])[n:5]2[c:10]3[c:9]([cH:14][c:13]([O:15][CH3:16])[cH:12][c:11]13)[S:8][CH2:7][CH2:6]2>>[OH:1][c:2]1[c:3]([C:18]([N:19]([c:20]2[cH:21][cH:22][cH:23][cH:24][cH:25]2)[CH3:26])=[O:27])[c:4](=[O:17])[n:5]2[c:10]3[c:9]([cH:14][c:13]([O:15][CH3:16])[cH:12][c:11]13)[S:8](=[O:33])[CH2:7][CH2:6]2. Starting materials: C1(=CC=C(C=C1)S(=O)(=O)N1CCN(CCN(CC1)S(=O)(=O)C1=CC=C(C=C1)C)CCN1CCN(CCN(CC1)S(=O)(=O)C1=CC=C(C=C1)C)S(=O)(=O)C1=CC=C(C=C1)C)C (1,2-bis(4,7-di-p-toluenesulfonyl-1,4,7-triazacyclonon-1-yl)ethane), S(O)(O)(=O)=O (sulphuric acid). Product: C1(=CC=C(C=C1)S(=O)(=O)N1CCN(CCNCC1)CCN1CCN(CCNCC1)S(=O)(=O)C1=CC=C(C=C1)C)C (1,2-Bis(4-p-toluenesulfonyl-1,4,7-triazacyclonon-1-yl)ethane). Reaction SMILES: [C:1]1([CH3:60])[CH:6]=[CH:5][C:4]([S:7]([N:10]2[CH2:18][CH2:17][N:16](S(C3C=CC(C)=CC=3)(=O)=O)[CH2:15][CH2:14][N:13]([CH2:29][CH2:30][N:31]3[CH2:39][CH2:38][N:37](S(C4C=CC(C)=CC=4)(=O)=O)[CH2:36][CH2:35][N:34]([S:50]([C:53]4[CH:58]=[CH:57][C:56]([CH3:59])=[CH:55][CH:54]=4)(=[O:52])=[O:51])[CH2:33][CH2:32]3)[CH2:12][CH2:11]2)(=[O:9])=[O:8])=[CH:3][CH:2]=1.S(=O)(=O)(O)O>>[C:56]1([CH3:59])[CH:55]=[CH:54][C:53]([S:50]([N:34]2[CH2:35][CH2:36][NH:37][CH2:38][CH2:39][N:31]([CH2:30][CH2:29][N:13]3[CH2:14][CH2:15][NH:16][CH2:17][CH2:18][N:10]([S:7]([C:4]4[CH:5]=[CH:6][C:1]([CH3:60])=[CH:2][CH:3]=4)(=[O:9])=[O:8])[CH2:11][CH2:12]3)[CH2:32][CH2:33]2)(=[O:51])=[O:52])=[CH:58][CH:57]=1. Procedure: From 1,2-bis(4,7-di-p-toluenesulfonyl-1,4,7-triazacyclonon-1-yl)ethane (1.1.30) and sulphuric acid. As a reaction SMILES: [CH2:13]([I:14])[I:15].[Cu:22].[c:1]1([CH3:12])[cH:2][cH:3][c:4]([C:7]2=[CH:11][CH2:10][NH:9][CH2:8]2)[cH:5][cH:6]1.[cH:16]1[cH:17][cH:18][cH:19][cH:20][cH:21]1>>[c:1]1([CH3:12])[cH:2][cH:3][c:4]([C:7]23[CH2:8][NH:9][CH2:10][CH:11]2[CH2:13]3)[cH:5][cH:6]1. Reactants: ICI, [Cu], Cc1ccc(C2=CCNC2)cc1, c1ccccc1. Product: Cc1ccc(C23CNCC2C3)cc1.